The task is: describe an organic reaction: reactants, conditions, products, and yield. This data is from the Open Reaction Database (ORD), a public repository of structured organic reaction records. Reactants: COc1cc(F)ccc1C#N, [Li+], [Li+], O=C([O-])[O-], CC1NCCC1C(C)(C)O. The product is COc1cc(N2CCC(C(C)(C)O)C2C)ccc1C#N. As a reaction SMILES: [F:1][c:2]1[cH:3][c:4]([O:10][CH3:11])[c:5]([C:6]#[N:7])[cH:8][cH:9]1.[Li+:22].[Li+:23].[O-:24][C:25](=[O:26])[O-:27].[OH:12][C:13]([CH3:14])([CH3:15])[CH:16]1[CH:17]([CH3:21])[NH:18][CH2:19][CH2:20]1>>[c:2]1([N:18]2[CH:17]([CH3:21])[CH:16]([C:13]([OH:12])([CH3:14])[CH3:15])[CH2:20][CH2:19]2)[cH:3][c:4]([O:10][CH3:11])[c:5]([C:6]#[N:7])[cH:8][cH:9]1.